From a dataset of the Open Reaction Database (ORD), a public repository of structured organic reaction records. describe an organic reaction: reactants, conditions, products, and yield Run in CO (methanol), CO (methanol). RXN SMILES: [OH-].[Na+].[CH:3]1[N:7]=[CH:6][NH:5][C:4]=1[CH2:8][C@H:9]([NH:13][C:14]([CH2:16][CH2:17][NH2:18])=[O:15])[C:10]([OH:12])=[O:11].C([O-])(=O)C.[Zn+2:23].C([O-])(=O)C>CO>[CH:3]1[N:7]=[CH:6][NH:5][C:4]=1[CH2:8][CH:9]([N:13]=[C:14]([O-:15])[CH2:16][CH2:17][NH-:18])[C:10]([O-:12])=[O:11].[Zn+2:23] |f:0.1,3.4.5,7.8|. Isolated yield 97.6%. Product: C1=C(NC=N1)CC(C(=O)[O-])N=C(CC[NH-])[O-].[Zn+2] (zinc L-carnosine). Reaction conditions: time 8 hour. The reactants are [OH-].[Na+] (sodium hydroxide), C1=C(NC=N1)C[C@@H](C(=O)O)NC(=O)CCN (L-carnosine), C(C)(=O)[O-].[Zn+2].C(C)(=O)[O-] (zinc acetate). Procedure details: In 100 ml of methanol, 3.51 g of sodium hydroxide was dissolved, and 9.96 g of L-carnosine was added to obtain a homogeneous solution. To this solution, a solution obtained by dissolving 9.67 g of zinc acetate.2H2O into 145 ml of methanol was dropped over 30 minutes, while the solution was stirred, to gradually produce white precipitate therein. After finishing of the dropping, the solution was stirred for 2 hours and then left it overnight as was. The solution was filtered, and the precipitatio... Reactants: Cl.C1(=CC=C(C=C1)NN)C (p-tolylhydrazine hydrochloride), N12CCC(C(CC1)CC2)=O (1-azabicyclo[3.2.2]nonan-4-one), S(O)(O)(=O)=O (sulfuric acid). The solvent is O1CCOCC1 (dioxane). Reaction conditions: temperature 80 celsius. Yields the product CC1=CC=2C3=C(NC2C=C1)C1CCN(C3)CC1 (9-methyl-3,4,5,6-tetrahydro-1H-2,5-ethanoazepino[4,3-b]indole). Reaction SMILES: Cl.[C:2]1([CH3:10])[CH:7]=[CH:6][C:5]([NH:8]N)=[CH:4][CH:3]=1.[N:11]12[CH2:19][CH2:18][CH:15]([CH2:16][CH2:17]1)[C:14](=O)[CH2:13][CH2:12]2.S(=O)(=O)(O)O>O1CCOCC1>[CH3:10][C:2]1[CH:7]=[CH:6][C:5]2[NH:8][C:14]3[CH:15]4[CH2:18][CH2:19][N:11]([CH2:12][C:13]=3[C:4]=2[CH:3]=1)[CH2:17][CH2:16]4 |f:0.1|. Procedure: In a 100 mL round-bottomed flask were combined p-tolylhydrazine hydrochloride (1.58 g, 10 mmol; Aldrich), 1-azabicyclo[3.2.2]nonan-4-one (1.392 g, 10.00 mmol; Example 2A), and concentrated sulfuric acid (5 mL) in dioxane (50 mL). The reaction mixture was heated to 80° C. for 2.5 hours, then cooled to room temperature. The solvent was decanted, and the residue was dissolved in water (20 mL) and basified with solid potassium carbonate to pH ˜12. This solution was extracted with dichloromethane (3×... The reactants are O=C(O)c1cc2c(Br)cccc2[nH]1, CCc1ccccc1B(O)O, Cc1ccccc1, CCO. The product is CCc1ccccc1-c1cccc2[nH]c(C(=O)O)cc12. As a reaction SMILES: [Br:1][c:2]1[c:3]2[cH:4][c:5]([C:11](=[O:12])[OH:13])[nH:6][c:7]2[cH:8][cH:9][cH:10]1.[CH2:14]([CH3:15])[c:16]1[c:17]([B:22]([OH:23])[OH:24])[cH:18][cH:19][cH:20][cH:21]1.[CH3:25][c:26]1[cH:27][cH:28][cH:29][cH:30][cH:31]1.[CH3:32][CH2:33][OH:34]>>[c:2]1(-[c:17]2[c:16]([CH2:14][CH3:15])[cH:21][cH:20][cH:19][cH:18]2)[c:3]2[cH:4][c:5]([C:11](=[O:12])[OH:13])[nH:6][c:7]2[cH:8][cH:9][cH:10]1. The reactants are CCO, CCOC(C)=O, [Cl-], Cl, COC(=O)c1cnc(OCCF)cn1, [Na+], [Na+], [OH-], O. The product is O=C(O)c1cnc(OCCF)cn1. Reaction SMILES: [CH3:20][CH2:21][OH:22].[CH3:23][CH2:24][O:25][C:26](=[O:27])[CH3:28].[Cl-:19].[ClH:17].[F:3][CH2:4][CH2:5][O:6][c:7]1[n:8][cH:9][c:10]([C:13](=[O:14])[O:15][CH3:16])[n:11][cH:12]1.[Na+:18].[Na+:2].[OH-:1].[OH2:29]>>[F:3][CH2:4][CH2:5][O:6][c:7]1[n:8][cH:9][c:10]([C:13](=[O:14])[OH:15])[n:11][cH:12]1. The reactants are NC[C@H]1C[C@H]([C@H]2[C@@H]1OC(O2)(C)C)N2C=CC1=C2N=CN=C1NCC1=C(C=C(C=C1)OC)OC (7-((3aS,4R,6R,6aR)-6-(aminomethyl)-2,2-dimethyltetrahydro-3aH-cyclopenta[d][1,3]dioxol-4-yl)-N-(2,4-dimethoxybenzyl)-7H-pyrrolo[2,3-d]pyrimidin-4-amine), ClCCCl (1,2-Dichloroethane), CC(=O)C (Acetone), C(C)(=O)O (Acetic acid), C(C)(=O)O[BH-](OC(C)=O)OC(C)=O.[Na+] (Sodium triacetoxyborohydride), crude material. The solvent is C(Cl)Cl (CH2Cl2). Reaction conditions: time 4 hour. Yields the product COC1=C(CNC=2C3=C(N=CN2)N(C=C3)[C@@H]3C[C@@H]([C@H]2OC(O[C@H]23)(C)C)CNC(C)C)C=CC(=C1)OC (N-(2,4-dimethoxybenzyl)-7-((3aS,4R,6R,6aR)-6-((isopropylamino)methyl)-2,2-dimethyltetrahydro-3aH-cyclopenta[d][1,3]dioxol-4-yl)-7H-pyrrolo[2,3-d]pyrimidin-4-amine). RXN SMILES: [NH2:1][CH2:2][C@@H:3]1[C@H:7]2[O:8][C:9]([CH3:12])([CH3:11])[O:10][C@H:6]2[C@H:5]([N:13]2[C:17]3[N:18]=[CH:19][N:20]=[C:21]([NH:22][CH2:23][C:24]4[CH:29]=[CH:28][C:27]([O:30][CH3:31])=[CH:26][C:25]=4[O:32][CH3:33])[C:16]=3[CH:15]=[CH:14]2)[CH2:4]1.ClCCCl.[CH3:38][C:39]([CH3:41])=O.C(O)(=O)C.C(O[BH-](OC(=O)C)OC(=O)C)(=O)C.[Na+]>C(Cl)Cl>[CH3:33][O:32][C:25]1[CH:26]=[C:27]([O:30][CH3:31])[CH:28]=[CH:29][C:24]=1[CH2:23][NH:22][C:21]1[C:16]2[CH:15]=[CH:14][N:13]([C@H:5]3[C@H:6]4[C@H:7]([O:8][C:9]([CH3:12])([CH3:11])[O:10]4)[C@@H:3]([CH2:2][NH:1][CH:39]([CH3:41])[CH3:38])[CH2:4]3)[C:17]=2[N:18]=[CH:19][N:20]=1 |f:4.5|. Procedure details: A solution of 7-((3aS,4R,6R,6aR)-6-(aminomethyl)-2,2-dimethyltetrahydro-3aH-cyclopenta[d][1,3]dioxol-4-yl)-N-(2,4-dimethoxybenzyl)-7H-pyrrolo[2,3-d]pyrimidin-4-amine (7.50 g, 16.5 mmol) in 1,2-Dichloroethane (140 mL, 1800 mmol) was treated with Acetone (1.34 mL, 18.2 mmol) and Acetic acid (0.94 mL, 16 mmol) dropwise followed by Sodium triacetoxyborohydride (4.20 g, 19.8 mmol) and the mixture was stirred at RT for 4 h. HPLC analysis indicated the reaction was complete. The reaction mixture was di... Reactants: C(C1=CC=CC=C1)N1CC2=C(N=CN=C2N[C@H](C)C2=CC=C(C=C2)Cl)CC1 ((R)-6-benzyl-N-(1-(4-chlorophenyl)ethyl)-5,6,7,8-tetrahydropyrido[4,3-d]pyrimidin-4-amine), ClC(=O)OC(C)Cl (α-chloroethyl chloroformate), C(C)(C)N(C(C)C)CC (N,N-diisopropylethylamine), ClC(=O)OC(C)Cl (α-chloroethyl chloroformate). Run in ClCCCl (1,2-dichloroethane). The product is ClC1=CC=C(C=C1)[C@@H](C)NC=1C2=C(N=CN1)CCNC2 ((R)-N-(1-(4-Chlorophenyl)ethyl)-5,6,7,8-tetrahydropyrido[4,3-d]pyrimidin-4-amine). The yield is 118.4%. Reaction SMILES: C([N:8]1[CH2:27][CH2:26][C:11]2[N:12]=[CH:13][N:14]=[C:15]([NH:16][C@@H:17]([C:19]3[CH:24]=[CH:23][C:22]([Cl:25])=[CH:21][CH:20]=3)[CH3:18])[C:10]=2[CH2:9]1)C1C=CC=CC=1.ClC(OC(Cl)C)=O.C(N(CC)C(C)C)(C)C>ClCCCl>[Cl:25][C:22]1[CH:23]=[CH:24][C:19]([C@H:17]([NH:16][C:15]2[C:10]3[CH2:9][NH:8][CH2:27][CH2:26][C:11]=3[N:12]=[CH:13][N:14]=2)[CH3:18])=[CH:20][CH:21]=1. Reported procedure: A 250 mL flask fitted with a condenser was charged with (R)-6-benzyl-N-(1-(4-chlorophenyl)ethyl)-5,6,7,8-tetrahydropyrido[4,3-d]pyrimidin-4-amine (4.43 g, 11.7 mmol), 1,2-dichloroethane (50 mL), α-chloroethyl chloroformate (1.5 mL, 14 mmol) and finally N,N-diisopropylethylamine (2.4 mL, 14 mmol), and the resultant red-brown solution was placed in an oil bath at 60° C. Additional α-chloroethyl chloroformate (2.0 mL, 18.4 mmol, 1.6 eq) was added after 2.5 h. After 4 h the mixture was concentrated ... Reactants: [Li]C(C)(C)C, COC(=O)C(=O)OC, C1CCOC1, Cn1ccc2cccc(Br)c21, CCOC(C)=O. Product: COC(=O)C(=O)c1cccc2ccn(C)c12. As a reaction SMILES: [C:12]([Li:13])([CH3:14])([CH3:15])[CH3:16].[C:17]([C:18](=[O:19])[O:20][CH3:21])(=[O:22])[O:23][CH3:24].[CH2:31]1[O:32][CH2:33][CH2:34][CH2:35]1.[CH3:1][n:2]1[cH:3][cH:4][c:5]2[cH:6][cH:7][cH:8][c:9]([Br:11])[c:10]12.[CH3:25][CH2:26][O:27][C:28]([CH3:29])=[O:30]>>[CH3:1][n:2]1[cH:3][cH:4][c:5]2[cH:6][cH:7][cH:8][c:9]([C:17]([C:18](=[O:19])[O:20][CH3:21])=[O:22])[c:10]12.